This data is from the Open Reaction Database (ORD), a public repository of structured organic reaction records. The task is: describe an organic reaction: reactants, conditions, products, and yield Starting materials: O1CCCC1 (tetrahydrofuran), aqueous solution, [OH-].[Na+] (sodium hydroxide), C(C)OC(=O)C1CCN(CC1)C1=NC2=CC=C(C=C2C(=N1)NCC1=CC(=C(C=C1)OC)Cl)C#N (2-(4-ethoxycarbonylpiperidino)-4-(3-chloro-4-methoxybenzyl)amino-6-cyanoquinazoline), Cl (hydrochloric acid). The solvent is C(C)O (ethanol), O (water). Conditions: time 16 hour. Product: C(=O)(O)C1CCN(CC1)C1=NC2=CC=C(C=C2C(=N1)NCC1=CC(=C(C=C1)OC)Cl)C#N (2-(4-Carboxypiperidino)-4-(3-chloro-4-methoxybenzyl)amino-6-cyanoquinazoline). Isolated yield 91.3%. RXN SMILES: O1CCCC1.[OH-].[Na+].C([O:10][C:11]([CH:13]1[CH2:18][CH2:17][N:16]([C:19]2[N:28]=[C:27]([NH:29][CH2:30][C:31]3[CH:36]=[CH:35][C:34]([O:37][CH3:38])=[C:33]([Cl:39])[CH:32]=3)[C:26]3[C:21](=[CH:22][CH:23]=[C:24]([C:40]#[N:41])[CH:25]=3)[N:20]=2)[CH2:15][CH2:14]1)=[O:12])C.Cl>O.C(O)C>[C:11]([CH:13]1[CH2:18][CH2:17][N:16]([C:19]2[N:28]=[C:27]([NH:29][CH2:30][C:31]3[CH:36]=[CH:35][C:34]([O:37][CH3:38])=[C:33]([Cl:39])[CH:32]=3)[C:26]3[C:21](=[CH:22][CH:23]=[C:24]([C:40]#[N:41])[CH:25]=3)[N:20]=2)[CH2:15][CH2:14]1)([OH:12])=[O:10] |f:1.2|. Procedure details: 30 ml of tetrahydrofuran, 30 ml of ethanol and 14 ml of a 1N aqueous solution of sodium hydroxide were added to 1.0 g of 2-(4-ethoxycarbonylpiperidino)-4-(3-chloro-4-methoxybenzyl)amino-6-cyanoquinazoline. The obtained mixture was stirred at room temperature for 16 hours and neutralized with 1 N hydrochloric acid, followed by the addition of 100 ml of water. The crystals thus precipitated were recovered by filtration and recrystallized from tetrahydrofuran/ethanol/water to give 860 mg of the tit...